Task: describe an organic reaction: reactants, conditions, products, and yield. Dataset: the Open Reaction Database (ORD), a public repository of structured organic reaction records Starting materials: O1C(COC2N(C(C3=CC=CC=C23)=O)C2=CC=CC=C2)C1 (3-(2,3-epoxypropoxy)-2-phenyl-isoindolin-1-one), CN1CCNCC1 (1-methylpiperazine). Run in C1(=CC=CC=C1)C (toluene). Product: OC(CCOC1N(C(C2=CC=CC=C12)=O)C1=CC=CC=C1)N1CCN(CC1)C (3-[3-hydroxy-3-(4-methylpiperazin-1-yl)-propoxy]-2-phenyl-isoindolin-1-one). The yield is 127.3%. RXN SMILES: [O:1]1[CH2:21][CH:2]1[CH2:3][O:4][CH:5]1[C:13]2[C:8](=[CH:9][CH:10]=[CH:11][CH:12]=2)[C:7](=[O:14])[N:6]1[C:15]1[CH:20]=[CH:19][CH:18]=[CH:17][CH:16]=1.[CH3:22][N:23]1[CH2:28][CH2:27][NH:26][CH2:25][CH2:24]1>C1(C)C=CC=CC=1>[OH:1][CH:21]([N:26]1[CH2:27][CH2:28][N:23]([CH3:22])[CH2:24][CH2:25]1)[CH2:2][CH2:3][O:4][CH:5]1[C:13]2[C:8](=[CH:9][CH:10]=[CH:11][CH:12]=2)[C:7](=[O:14])[N:6]1[C:15]1[CH:20]=[CH:19][CH:18]=[CH:17][CH:16]=1. Procedure details: A solution of 3-(2,3-epoxypropoxy)-2-phenyl-isoindolin-1-one (8.4 g.) and 1-methylpiperazine (3.6 g.) in anhydrous toluene (84 cc.) is heated under reflux for 3 days. After cooling, the reaction mixture is washed with water (2 × 50 cc.) and then the organic solution is extracted with 1N hydrochloric acid (55 cc.) and water (3 × 20 cc.). The aqueous and acid solutions are combined and are rendered alkaline by addition of 1N sodium hydroxide solution (55 cc.). The oil which separates out is extrac... Product: C1(CC1)NC(C1=CC(=CC=C1)NC1=NC=C(C(=N1)NCC=1C(=NC=CC1)N(S(=O)(=O)C)C)C(F)(F)F)=O (N-cyclopropyl-3-({4-[({2-[methyl(methylsulfonyl)amino]pyridin-3-yl}methyl)amino]-5-(trifluoromethyl)pyrimidin-2-yl}amino)benzamide). The solvent is C(C)#N (acetonitrile). Starting materials: resultant suspension, N=C=N (carbodiimide), C1=CN(C=N1)C(=O)N2C=CN=C2 (CDI), resultant suspension, FC(C(=O)O)(F)F.CN(C1=NC=CC=C1CNC1=NC(=NC=C1C(F)(F)F)NC=1C=C(C(=O)O)C=CC1)S(=O)(=O)C (3-({4-[({2-[methyl(methylsulfonyl)amino]pyridin-3-yl}methyl)amino]-5-(trifluoromethyl)pyrimidin-2-yl}amino)benzoic acid trifluoroacetic acid salt), CCN(C(C)C)C(C)C (DIEA), resultant solution, C1(CC1)N (cyclopropylamine). As a reaction SMILES: N=C=N.C1N=CN(C(N2C=NC=C2)=O)C=1.FC(F)(F)C(O)=O.[CH3:23][N:24]([S:53]([CH3:56])(=[O:55])=[O:54])[C:25]1[C:30]([CH2:31][NH:32][C:33]2[C:38]([C:39]([F:42])([F:41])[F:40])=[CH:37][N:36]=[C:35]([NH:43][C:44]3[CH:45]=[C:46]([CH:50]=[CH:51][CH:52]=3)[C:47]([OH:49])=O)[N:34]=2)=[CH:29][CH:28]=[CH:27][N:26]=1.CC[N:59]([CH:63]([CH3:65])[CH3:64])C(C)C.C1(N)CC1>C(#N)C>[CH:63]1([NH:59][C:47](=[O:49])[C:46]2[CH:50]=[CH:51][CH:52]=[C:44]([NH:43][C:35]3[N:34]=[C:33]([NH:32][CH2:31][C:30]4[C:25]([N:24]([CH3:23])[S:53]([CH3:56])(=[O:54])=[O:55])=[N:26][CH:27]=[CH:28][CH:29]=4)[C:38]([C:39]([F:42])([F:40])[F:41])=[CH:37][N:36]=3)[CH:45]=2)[CH2:65][CH2:64]1 |f:2.3|. Reported procedure: A polymer supported carbodiimide (PS-CDI) (0.326 mmol) was allowed to swell in acetonitrile (volume of 500 μL). The resultant suspension was treated with 10 (100 mg, 0.164 mmol) and DIEA (29 μL, 0.164 mmol). The resultant solution was then treated with cyclopropylamine (19 μL, 0.164 mmol). The resultant suspension was then mixed on a shaker plate for 16 hours. The mixture was then filtered, and the solids washed with 10% MeOH in chloroform. The combined filtrates were concentrated under reduced ... The reactants are COc1ccc2cc(-c3n[nH]c4ccc(C#N)cc34)ccc2c1, CCO, Cl, [Na+], [OH-], O, OO. Product: COc1ccc2cc(-c3n[nH]c4ccc(C(N)=O)cc34)ccc2c1. RXN SMILES: [CH3:1][O:2][c:3]1[cH:4][c:5]2[cH:6][cH:7][c:8](-[c:13]3[n:14][nH:15][c:16]4[cH:17][cH:18][c:19]([C:22]#[N:23])[cH:20][c:21]34)[cH:9][c:10]2[cH:11][cH:12]1.[CH3:30][CH2:31][OH:32].[ClH:28].[Na+:27].[OH-:26].[OH2:29].[OH:24][OH:25]>>[CH3:1][O:2][c:3]1[cH:4][c:5]2[cH:6][cH:7][c:8](-[c:13]3[n:14][nH:15][c:16]4[cH:17][cH:18][c:19]([C:22]([NH2:23])=[O:24])[cH:20][c:21]34)[cH:9][c:10]2[cH:11][cH:12]1. The reactants are C(=O)=O (carbon dioxide), N (ammonia), NC(=O)N (urea), N (ammonia), C(=O)=O (carbon dioxide). Solvent: O (water). Product: NC(=O)N (urea), C(N)([O-])=O.[NH4+] (ammonium carbamate). As a reaction SMILES: [NH2:1][C:2]([NH2:4])=[O:3].[NH3:5].[C:6](=[O:8])=[O:7]>O>[NH2:1][C:2]([NH2:4])=[O:3].[C:6](=[O:7])([O-:8])[NH2:5].[NH4+:1] |f:5.6|. Procedure: This invention relates to an improved process for making urea from ammonia and carbon dioxide. The process is carried out in a reaction vessel which has a zone in which the ammonia and carbon dioxide are reacted to form urea, ammonium carbamate and water, and which also has a zone in which the carbamate is decomposed to ammonia and carbon dioxide. Liquid ammonia is passed in indirect heat exchange relationship with the mixture in the reaction zone, whereby the mixture is cooled and liquid ammoni... Reactants: ClCCl, Fc1ccc2nc(S)sc2c1, O=S(=O)(Cl)Cl. Yields the product Fc1ccc2nc(Cl)sc2c1. Reaction SMILES: [Cl:17][CH2:18][Cl:19].[F:1][c:2]1[cH:3][c:4]2[c:5]([n:6][c:7]([SH:9])[s:8]2)[cH:10][cH:11]1.[S:12]([Cl:13])(=[O:14])([Cl:15])=[O:16]>>[F:1][c:2]1[cH:3][c:4]2[c:5]([n:6][c:7]([Cl:15])[s:8]2)[cH:10][cH:11]1. Reactants: C(C)OC(=O)C=1C(=NC(=NC1)SC)N (4-amino-2-methylsulfanyl-pyrimidine-5-carboxylic acid ethyl ester), [OH-].[Li+] (lithium hydroxide). The solvent is C(C)O (ethanol), O (water). Conditions: time 3 hour. The product is NC1=NC(=NC=C1C(=O)O)SC (4-amino-2-methylsulfanyl-pyrimidine-5-carboxylic acid). Isolated yield 98.9%. RXN SMILES: C([O:3][C:4]([C:6]1[C:7]([NH2:14])=[N:8][C:9]([S:12][CH3:13])=[N:10][CH:11]=1)=[O:5])C.[OH-].[Li+]>C(O)C.O>[NH2:14][C:7]1[C:6]([C:4]([OH:5])=[O:3])=[CH:11][N:10]=[C:9]([S:12][CH3:13])[N:8]=1 |f:1.2|. Procedure details: To a stirred solution of 4-amino-2-methylsulfanyl-pyrimidine-5-carboxylic acid ethyl ester (24.0 g, 112.5 mmol, Salor) in ethanol (400 mL) and water (200 mL) was added lithium hydroxide (9.536 g, 225.0 mmol). The suspension was stirred at room temperature for 3 hours during which all the solids went into solution. The ethanol was removed in vacuo and additional water was added to make a total volume of 300 mL. The resulting solution was washed with 2×100 mL of ether which was discarded. To the a...